describe an organic reaction: reactants, conditions, products, and yield From a dataset of the Open Reaction Database (ORD), a public repository of structured organic reaction records. Reactants: [Si](C)(C)(C(C)(C)C)O[C@@H](CNCCCCCCCCCN1CCC(CC1)CN1N=C(N=C1)[C@@](C1=CC=CC=C1)(O)C1CCCCC1)C1=C2C=CC(NC2=C(C=C1)O)=O (5-[(1R)-1-{[tert-buty(dimethyl)silyl]oxy}-2-({9-[4-({3-[(R)-cyclohexyl(hydroxy)phenylmethyl]-1H-1,2,4-triazol-1-yl}methyl)piperidin-1-yl]nonyl}amino)ethyl]-8-hydroxyquinolin-2(1H)-one), [F-].[NH4+] (ammonium fluoride). The solvent is CO (methanol). Reaction conditions: temperature 40 celsius, time 18 hour. Product: N (ammonia), C1(CCCCC1)[C@](C1=NN(C=N1)CC1CCN(CC1)CCCCCCCCCNC[C@H](O)C1=C2C=CC(NC2=C(C=C1)O)=O)(C1=CC=CC=C1)O (5-[(1R)-2-({9-[4-({3-[(R)-cyclohexyl(hydroxy)phenylmethyl]-1H-1,2,4-triazol-1-yl}methyl)piperidin-1-yl]nonyl}amino)-1-hydroxyethyl]-8-hydroxyquinolin-2(1H)-one). Reaction SMILES: [Si]([O:8][C@H:9]([C:47]1[CH:56]=[CH:55][C:54]([OH:57])=[C:53]2[C:48]=1[CH:49]=[CH:50][C:51](=[O:58])[NH:52]2)[CH2:10][NH:11][CH2:12][CH2:13][CH2:14][CH2:15][CH2:16][CH2:17][CH2:18][CH2:19][CH2:20][N:21]1[CH2:26][CH2:25][CH:24]([CH2:27][N:28]2[CH:32]=[N:31][C:30]([C@:33]([CH:41]3[CH2:46][CH2:45][CH2:44][CH2:43][CH2:42]3)([OH:40])[C:34]3[CH:39]=[CH:38][CH:37]=[CH:36][CH:35]=3)=[N:29]2)[CH2:23][CH2:22]1)(C(C)(C)C)(C)C.[F-].[NH4+]>CO>[NH3:11].[CH:41]1([C@@:33]([OH:40])([C:34]2[CH:39]=[CH:38][CH:37]=[CH:36][CH:35]=2)[C:30]2[N:31]=[CH:32][N:28]([CH2:27][CH:24]3[CH2:25][CH2:26][N:21]([CH2:20][CH2:19][CH2:18][CH2:17][CH2:16][CH2:15][CH2:14][CH2:13][CH2:12][NH:11][CH2:10][C@@H:9]([C:47]4[CH:56]=[CH:55][C:54]([OH:57])=[C:53]5[C:48]=4[CH:49]=[CH:50][C:51](=[O:58])[NH:52]5)[OH:8])[CH2:22][CH2:23]3)[N:29]=2)[CH2:46][CH2:45][CH2:44][CH2:43][CH2:42]1 |f:1.2|. Procedure details: 5-[(1R)-1-{[tert-buty(dimethyl)silyl]oxy}-2-({9-[4-({3-[(R)-cyclohexyl(hydroxy)phenylmethyl]-1H-1,2,4-triazol-1-yl}methyl)piperidin-1-yl]nonyl}amino)ethyl]-8-hydroxyquinolin-2(1H)-one (Preparation 8, 13.06 g, 16.06 mmol) was dissolved in methanol (430 ml) and ammonium fluoride (2.97 g, 80.3 mmol) was added. After stirring at 40° C. for 18 hours the solvent was removed in vacuo and the residue partitioned between dichloromethane/methanol (950 ml/50 ml) and saturated aqueous sodium bicarbonate sol... Isolated yield 45.8%. Reagents/catalysts: CC(=O)[O-].CC(=O)[O-].[Pd+2] (Pd(OAc)2). The reactants are C(C)(C)(C)P(C(C)(C)C)C1=C(C2=CC=CC=C2C=C1)C1=CC=CC2=CC=CC=C12 (di-tert-butylphoshino-1,1′-binaphthyl), COC(C(CC(C)C)C=1C=C(C=C(C1)OS(=O)(=O)C(F)(F)F)C1=CC(=C(C=C1)Cl)C(F)(F)F)=O (2-(4′-chloro-5-trifluoromethanesulfonyloxy-3′-trifluoromethyl-biphenyl-3-yl)-4-methyl-pentanoic acid methyl ester), FC(C=1C=C(N)C=C(C1)C(F)(F)F)(F)F (3,5-bis-(trifluoromethyl)-aniline), CC(C)([O-])C.[Na+] (sodium tert-butoxide). The solvent is C1(=CC=CC=C1)C (toluene), C1(=CC=CC=C1)C (toluene). Procedure: A mixture of 2-(4′-chloro-5-trifluoromethanesulfonyloxy-3′-trifluoromethyl-biphenyl-3-yl)-4-methyl-pentanoic acid methyl ester (48 mg, 0.10 mmol), 3,5-bis-(trifluoromethyl)-aniline (18 μL, 0.12 mmol), sodium tert-butoxide (9.8 mg, 0.10 mmol), Pd(OAc)2 (2.5 mg, 0.01 mmol), 2-(di-tert-butylphoshino-1,1′-binaphthyl (3.5 mg, 0.01 mmol) and toluene (1 mL) was stirred under microwave irradiation at 130° C. for 3×10 min. The mixture was diluted with toluene (9 mL), washed with 1M HCl (2×10 mL) and brin... As a reaction SMILES: [CH3:1][O:2][C:3](=[O:34])[CH:4]([C:9]1[CH:10]=[C:11]([C:23]2[CH:28]=[CH:27][C:26]([Cl:29])=[C:25]([C:30]([F:33])([F:32])[F:31])[CH:24]=2)[CH:12]=[C:13](OS(C(F)(F)F)(=O)=O)[CH:14]=1)[CH2:5][CH:6]([CH3:8])[CH3:7].[F:35][C:36]([F:49])([F:48])[C:37]1[CH:38]=[C:39]([CH:41]=[C:42]([C:44]([F:47])([F:46])[F:45])[CH:43]=1)[NH2:40].CC(C)([O-])C.[Na+].C(P(C1C=CC2C(=CC=CC=2)C=1C1C2C(=CC=CC=2)C=CC=1)C(C)(C)C)(C)(C)C>C1(C)C=CC=CC=1.CC([O-])=O.CC([O-])=O.[Pd+2]>[CH3:1][O:2][C:3](=[O:34])[CH:4]([C:9]1[CH:10]=[C:11]([C:23]2[CH:28]=[CH:27][C:26]([Cl:29])=[C:25]([C:30]([F:33])([F:31])[F:32])[CH:24]=2)[CH:12]=[C:13]([NH:40][C:39]2[CH:38]=[C:37]([C:36]([F:48])([F:49])[F:35])[CH:43]=[C:42]([C:44]([F:45])([F:46])[F:47])[CH:41]=2)[CH:14]=1)[CH2:5][CH:6]([CH3:8])[CH3:7] |f:2.3,6.7.8|. Product: COC(C(CC(C)C)C=1C=C(C=C(C1)NC1=CC(=CC(=C1)C(F)(F)F)C(F)(F)F)C1=CC(=C(C=C1)Cl)C(F)(F)F)=O (2-[5-(3,5-Bis-trifluoromethyl-phenylamino)-4′-chloro-3′-trifluoromethyl-biphenyl-3-yl]-4-methyl-pentanoic acid methyl ester). The reactants are C(C)(C)(C)C1=NOC(=N1)C(C(CC)NC(=O)C(CS(=O)(=O)CC(C)C)NC(=O)N1CCOCC1)O (Morpholine-4-carboxylic acid [1-{1-[(3-tert-butyl-1,2,4-oxadiazol-5-yl)-hydroxy-methyl]-propylcarbamoyl}-2-(2-methyl-propane-1-sulfonyl)-ethyl]-amide), C([O-])(O)=O.[Na+] (sodium bicarbonate), S(=S)(=O)([O-])[O-].[Na+].[Na+] (sodium thiosulfate), CC(=O)OI1(C=2C=CC=CC2C(=O)O1)(OC(=O)C)OC(=O)C (Dess-Martin periodinane). Solvent: ClCCl (dichloromethane). Run at time 2 hour. Product: C(C)(C)(C)C1=NOC(=N1)C(=O)C(CC)NC(=O)C(CS(=O)(=O)CC(C)C)NC(=O)N1CCOCC1 (morpholine-4-carboxylic acid [1-[1-(3-tert-butyl-1,2,4-oxadiazole-5-carbonyl)-propylcarbamoyl]-2-(2-methyl-propane-1-sulfonyl)-ethyl]-amide). RXN SMILES: [C:1]([C:5]1[N:9]=[C:8]([CH:10]([OH:35])[CH:11]([NH:14][C:15]([CH:17]([NH:26][C:27]([N:29]2[CH2:34][CH2:33][O:32][CH2:31][CH2:30]2)=[O:28])[CH2:18][S:19]([CH2:22][CH:23]([CH3:25])[CH3:24])(=[O:21])=[O:20])=[O:16])[CH2:12][CH3:13])[O:7][N:6]=1)([CH3:4])([CH3:3])[CH3:2].CC(OI1(OC(C)=O)(OC(C)=O)OC(=O)C2C=CC=CC1=2)=O.C(=O)(O)[O-].[Na+].S([O-])([O-])(=O)=S.[Na+].[Na+]>ClCCl>[C:1]([C:5]1[N:9]=[C:8]([C:10]([CH:11]([NH:14][C:15]([CH:17]([NH:26][C:27]([N:29]2[CH2:30][CH2:31][O:32][CH2:33][CH2:34]2)=[O:28])[CH2:18][S:19]([CH2:22][CH:23]([CH3:24])[CH3:25])(=[O:21])=[O:20])=[O:16])[CH2:12][CH3:13])=[O:35])[O:7][N:6]=1)([CH3:4])([CH3:2])[CH3:3] |f:2.3,4.5.6|. Procedure: Morpholine-4-carboxylic acid [1-{1-[(3-tert-butyl-1,2,4-oxadiazol-5-yl)-hydroxy-methyl]-propylcarbamoyl}-2-(2-methyl-propane-1-sulfonyl)-ethyl]-amide (0.271 g) was dissolved in dichloromethane (10 mL) and the Dess-Martin periodinane (0.424 g, 1 mmol) was added. The reaction mixture was stirred for two hours and then poured into a mixture of saturated sodium bicarbonate and saturated sodium thiosulfate solution (1/1, 50 mL). The phases were separated and the aqueous phase extracted with dichlorom... Starting materials: IC1=C(NC2=CC(=CC=C12)CN1CCCCC1)C1=C(N=NC(=C1)C1=CC=NC=C1)OC (3-Iodo-2-(3-methoxy-6-pyridin-4-yl-pyridazin-4-yl)-6-piperidin-1-ylmethyl-1H-indole), C1(=CC=CC=C1)B(O)O (phenylboronic acid), potassium phosphate tribasic n-hydrate. Reagents/catalysts: C=1C=CC(=CC1)[P](C=2C=CC=CC2)(C=3C=CC=CC3)[Pd]([P](C=4C=CC=CC4)(C=5C=CC=CC5)C=6C=CC=CC6)([P](C=7C=CC=CC7)(C=8C=CC=CC8)C=9C=CC=CC9)[P](C=1C=CC=CC1)(C=1C=CC=CC1)C=1C=CC=CC1 (tetrakis(triphenylphosphine)palladium(0)). Run in C1(=CC=CC=C1)C (toluene), O (water). Conditions: temperature 90 celsius. Product: COC=1N=NC(=CC1C=1NC2=CC(=CC=C2C1C1=CC=CC=C1)CN1CCCCC1)C1=CC=NC=C1 (2-(3-Methoxy-6-pyridin-4-yl-pyridazin-4-yl)-3-phenyl-6-piperidin-1-ylmethyl-1H-indole). Isolated yield 100.7%. Reaction SMILES: I[C:2]1[C:10]2[C:5](=[CH:6][C:7]([CH2:11][N:12]3[CH2:17][CH2:16][CH2:15][CH2:14][CH2:13]3)=[CH:8][CH:9]=2)[NH:4][C:3]=1[C:18]1[CH:23]=[C:22]([C:24]2[CH:29]=[CH:28][N:27]=[CH:26][CH:25]=2)[N:21]=[N:20][C:19]=1[O:30][CH3:31].[C:32]1(B(O)O)[CH:37]=[CH:36][CH:35]=[CH:34][CH:33]=1>C1(C)C=CC=CC=1.O.C1C=CC([P]([Pd]([P](C2C=CC=CC=2)(C2C=CC=CC=2)C2C=CC=CC=2)([P](C2C=CC=CC=2)(C2C=CC=CC=2)C2C=CC=CC=2)[P](C2C=CC=CC=2)(C2C=CC=CC=2)C2C=CC=CC=2)(C2C=CC=CC=2)C2C=CC=CC=2)=CC=1>[CH3:31][O:30][C:19]1[N:20]=[N:21][C:22]([C:24]2[CH:29]=[CH:28][N:27]=[CH:26][CH:25]=2)=[CH:23][C:18]=1[C:3]1[NH:4][C:5]2[C:10]([C:2]=1[C:32]1[CH:37]=[CH:36][CH:35]=[CH:34][CH:33]=1)=[CH:9][CH:8]=[C:7]([CH2:11][N:12]1[CH2:17][CH2:16][CH2:15][CH2:14][CH2:13]1)[CH:6]=2 |^1:52,54,73,92|. Reported procedure: 68 mg 3-Iodo-2-(3-methoxy-6-pyridin-4-yl-pyridazin-4-yl)-6-piperidin-1-ylmethyl-1H-indole, 17 mg phenylboronic acid, 86 mg potassium phosphate tribasic n-hydrate, and 12 mg tetrakis(triphenylphosphine)palladium(0) are dissolved in a mixture of 2.0 mL toluene and 72 μL water. Argon is bubbled through the solution for 5 minutes. The mixture is heated to 90° C. for 2.5 hours. Concentration in vacuo affords 62 mg crude product. The reactants are COS(=O)(=O)OC, [Na+], N#CC(C#N)=C1Nc2ccccc2O1, [OH-], O. The product is CN1C(=C(C#N)C#N)Oc2ccccc21. Reaction SMILES: [CH3:17][O:18][S:19]([O:20][CH3:21])(=[O:22])=[O:23].[Na+:16].[O:1]1[C:2](=[C:10]([C:11]#[N:12])[C:13]#[N:14])[NH:3][c:4]2[c:5]1[cH:6][cH:7][cH:8][cH:9]2.[OH-:15].[OH2:24]>>[O:1]1[C:2](=[C:10]([C:11]#[N:12])[C:13]#[N:14])[N:3]([CH3:17])[c:4]2[c:5]1[cH:6][cH:7][cH:8][cH:9]2. The product is Cl.ClC1=CC2=C(C(=CCN=C2C2=CC=CC=C2)C#CCO)C=C1 (8-Chloro-5-(1-hydroxy-2-propyn-3-yl)-1-phenyl-3H-2-benzazepine hydrochloride). The reagents and catalysts are [Pd](Cl)Cl (palladium chloride). RXN SMILES: C1(P(C2C=CC=CC=2)C2C=CC=CC=2)C=CC=CC=1.[Cl:20][C:21]1[CH:38]=[CH:37][C:24]2[C:25](Br)=[CH:26][CH2:27][N:28]=[C:29]([C:30]3[CH:35]=[CH:34][CH:33]=[CH:32][CH:31]=3)[C:23]=2[CH:22]=1.[CH2:39]([OH:42])[C:40]#[CH:41].Cl>[Pd](Cl)Cl.C(NCC)C>[ClH:20].[Cl:20][C:21]1[CH:38]=[CH:37][C:24]2[C:25]([C:41]#[C:40][CH2:39][OH:42])=[CH:26][CH2:27][N:28]=[C:29]([C:30]3[CH:35]=[CH:34][CH:33]=[CH:32][CH:31]=3)[C:23]=2[CH:22]=1 |f:6.7|. The solvent is C(C)NCC (diethylamine). Procedure details: A mixture of 40 ml of 98% diethylamine, 44.3 mg (0.25 mmole) of palladium chloride, 131.2 mg (0.5 mmole) of triphenylphosphine, 47.6 mg (0.25 mmole) of cuprous iodide, 3.5 g (10.5 mmole) of 8-chloro-5-bromo-1-phenyl-3H-2-benzazepine and 5 ml of propargyl alcohol was stirred at room temperature under nitrogen for 7 hr. The mixture was concentrated at reduced pressure to dryness. The residue was dissolved in methylene chloride, and washed with water. The methylene chloride solution was dried over ... The reactants are C1(=CC=CC=C1)P(C1=CC=CC=C1)C1=CC=CC=C1 (triphenylphosphine), cuprous iodide, ClC1=CC2=C(C(=CCN=C2C2=CC=CC=C2)Br)C=C1 (8-chloro-5-bromo-1-phenyl-3H-2-benzazepine), C(C#C)O (propargyl alcohol), Cl (hydrogen chloride). Conditions: time 7 hour.